This data is from the Open Reaction Database (ORD), a public repository of structured organic reaction records. The task is: describe an organic reaction: reactants, conditions, products, and yield The reactants are solid, Cl.Cl.Cl.O1CCC=2C(=NC=CC21)N2CCN(CC2)CC[C@@H]2CC[C@H](CC2)N (trans-4-{2-[4-(2,3-dihydrofuro[3,2-c]pyridin-4-yl)-piperazin-1-yl]-ethyl}-cyclohexanamine trihydrochloride), Cl.Cl.Cl.O1CCC=2C(=NC=CC21)N2CCN(CC2)CC[C@@H]2CC[C@H](CC2)N (trans-4-{2-[4-(2,3-dihydrofuro[3,2-c]pyridin-4-yl)-piperazin-1-yl]-ethyl}-cyclohexanamine trihydrochloride), C(C)(C)(C)OC1=CC=C(C(=O)O)C=C1 (4-tert-butoxy-benzoic acid). Yields the product C(C)(C)(C)OC1=CC=C(C(=O)N[C@@H]2CC[C@H](CC2)CCN2CCN(CC2)C2=NC=CC3=C2CCO3)C=C1 (trans-4-tert-Butoxy-N-(4-{2-[4-(2,3-dihydro-furo[3,2-c]pyridin-4-yl)-piperazin-1-yl]-ethyl}-cyclohexyl)-benzamide). Reaction SMILES: Cl.Cl.Cl.[O:4]1[C:12]2[CH:11]=[CH:10][N:9]=[C:8]([N:13]3[CH2:18][CH2:17][N:16]([CH2:19][CH2:20][C@H:21]4[CH2:26][CH2:25][C@H:24]([NH2:27])[CH2:23][CH2:22]4)[CH2:15][CH2:14]3)[C:7]=2[CH2:6][CH2:5]1.[C:28]([O:32][C:33]1[CH:41]=[CH:40][C:36]([C:37](O)=[O:38])=[CH:35][CH:34]=1)([CH3:31])([CH3:30])[CH3:29]>>[C:28]([O:32][C:33]1[CH:34]=[CH:35][C:36]([C:37]([NH:27][C@H:24]2[CH2:25][CH2:26][C@H:21]([CH2:20][CH2:19][N:16]3[CH2:17][CH2:18][N:13]([C:8]4[C:7]5[CH2:6][CH2:5][O:4][C:12]=5[CH:11]=[CH:10][N:9]=4)[CH2:14][CH2:15]3)[CH2:22][CH2:23]2)=[O:38])=[CH:40][CH:41]=1)([CH3:31])([CH3:29])[CH3:30] |f:0.1.2.3|. Procedure: The title compound, white solid (82 mg, 65%), MS (ISP) m/z=507.3 [(M+H)+], mp 200° C., was prepared in accordance with the general method of example 32 from trans-4-{2-[4-(2,3-dihydrofuro[3,2-c]pyridin-4-yl)-piperazin-1-yl]-ethyl}-cyclohexanamine trihydrochloride (intermediate C) (110 mg, 0.25 mmol) and 4-tert-butoxy-benzoic acid. The reactants are N1[C@H](C(=O)O)CCC1 (l-proline), [Li]CCCC (n-BuLi), CC(=C1C=CC=C1)C1=CC=CC=C1 (6-Methyl-6-phenylfulvene), O (Water). Solvent: CCOCC (ether), CCOCC (ether). Conditions: time 8 hour. Yields the product C1(C=CC=C1)C(C)C1=CC=CC=C1 (1-cyclopentadienyl-1-phenylethane). The yield is 99.0%. Reaction SMILES: N1CCC[C@H]1C(O)=O.[Li]CCCC.[CH3:14][C:15]([C:21]1[CH:26]=[CH:25][CH:24]=[CH:23][CH:22]=1)=[C:16]1[CH:20]=[CH:19][CH:18]=[CH:17]1.O>CCOCC>[CH:16]1([CH:15]([C:21]2[CH:22]=[CH:23][CH:24]=[CH:25][CH:26]=2)[CH3:14])[CH:20]=[CH:19][CH:18]=[CH:17]1. Procedure details: To a solution of 1.4 g. of l-proline (12 mmol) in 40 mL of ether was added 15 mL of n-BuLi (1.6M solution in hexanes, 24 mmol) at 0° C. This solution was stirred overnight at room temperature and then cooled to -78° C. 6-Methyl-6-phenylfulvene, 2.0 g, (12 mmol) in 5 mL of ether was added dropwise at -78° C. The resulting solution was stirred 6 h at -78° C. Water, 20 mL, was added dropwise at -78° C. and the solution warmed to room temperature. The organic layer was separated and washed with aque... Starting materials: ClC1=CC(=C(/C=C/C(=O)OC)C=C1)NS(=O)(=O)C1=CC=CC=C1 (methyl trans-4-chloro-2-(phenylsulfonylamino)cinnamate), ClC1=C(C=C(C(CBr)=O)C=C1)F (4-chloro-3-fluorophenacyl bromide). Product: COC(CC1=C(NC2=CC(=CC=C12)Cl)C(C1=CC(=C(C=C1)Cl)F)=O)=O (Methyl[6-chloro-2-(4-chloro-3-fluorobenzoyl)-1H-indol-3-yl]acetate). Reaction SMILES: [Cl:1][C:2]1[CH:13]=[CH:12][C:5](/[CH:6]=[CH:7]/[C:8]([O:10][CH3:11])=[O:9])=[C:4]([NH:14]S(C2C=CC=CC=2)(=O)=O)[CH:3]=1.[Cl:24][C:25]1[CH:34]=[CH:33][C:28]([C:29](=[O:32])[CH2:30]Br)=[CH:27][C:26]=1[F:35]>>[CH3:11][O:10][C:8](=[O:9])[CH2:7][C:6]1[C:5]2[C:4](=[CH:3][C:2]([Cl:1])=[CH:13][CH:12]=2)[NH:14][C:30]=1[C:29](=[O:32])[C:28]1[CH:33]=[CH:34][C:25]([Cl:24])=[C:26]([F:35])[CH:27]=1. Reported procedure: The title compound was prepared according to the procedure described in Example 57 from methyl trans-4-chloro-2-(phenylsulfonylamino)cinnamate (step 1 of Example 8, Method A) and 4-chloro-3-fluorophenacyl bromide* . Reactants: FC=1C=C(C=CC1)[N+](=O)[O-] (3-fluoronitrobenzene), N1CCCCC1 (piperidine). Run in O (water). Run at temperature 110 celsius, time 3 day. Product: [N+](=O)([O-])C=1C=C(C=CC1)N1CCCCC1 (1-(3-nitrophenyl)piperidine). Yield: 93.7%. As a reaction SMILES: F[C:2]1[CH:3]=[C:4]([N+:8]([O-:10])=[O:9])[CH:5]=[CH:6][CH:7]=1.[NH:11]1[CH2:16][CH2:15][CH2:14][CH2:13][CH2:12]1>O>[N+:8]([C:4]1[CH:3]=[C:2]([N:11]2[CH2:16][CH2:15][CH2:14][CH2:13][CH2:12]2)[CH:7]=[CH:6][CH:5]=1)([O-:10])=[O:9]. Procedure details: A mixture of 3-fluoronitrobenzene (10.0 g, 70.9 mmol) and piperidine (14 ml, 141 mmol) was stirred at 110° C. for 3 days. After cooling water (200 ml) was added and the mixture was extracted with dichloromethane (3×100 ml). The combined organic extracts were washed with saturated aqueous sodium carbonate, dried over sodium sulfate and evaporated to dryness to leave 1-(3-nitrophenyl)piperidine (13.7 g, 93%) as an oil. This oil was dissolved in ethanol (150 ml) and was hydrogenated at ambient pres...